Dataset: the Open Reaction Database (ORD), a public repository of structured organic reaction records. Task: describe an organic reaction: reactants, conditions, products, and yield The reactants are C1CCC2=NCCCN2CC1, COC(=O)OC, ClCCl, O, O=C(O)Cc1ccccc1. Yields the product COC(=O)Cc1ccccc1. As a reaction SMILES: [CH2:1]1[CH2:2][CH2:3][C:4]2=[N:9][CH2:8][CH2:7][CH2:6][N:5]2[CH2:10][CH2:11]1.[CH3:22][O:23][C:24]([O:25][CH3:26])=[O:27].[Cl:28][CH2:29][Cl:30].[OH2:31].[OH:12][C:13](=[O:14])[CH2:15][c:16]1[cH:17][cH:18][cH:19][cH:20][cH:21]1>>[CH3:1][O:12][C:13](=[O:14])[CH2:15][c:16]1[cH:17][cH:18][cH:19][cH:20][cH:21]1. Procedure: Tetrabutylammonium chloride (4.48 g) and 1-bromo-3-chloropropane (127.8 ml) are added to a stirred solution of 5-hydroxy-1-(1-piperidinylcarbonyl)benzocyclobutene (31.8 g) in methylene chloride (250 ml) and potassium hydroxide (18.85 g, 45% in H2O) which has been stirred vigorously under nitrogen for one hour. The reaction mixture is stirred at RT overnight, diluted with methylene chloride, extracted with H2O, sat'd aqueous NaCl and the organic layer dried over sodium sulfate. The solution is fi... The solvent is C(Cl)Cl (methylene chloride), C(Cl)Cl (methylene chloride). Yields the product C(C=C)C1(CC=2C1=CC(=CC2)OCCCN)CN2CCCCC2 (1-Allyl-5-(3-Aminopropoxy)-1-(1-Piperidinylmethyl)Benzocyclobutene). Reactants: BrCCCCl (1-bromo-3-chloropropane), OC=1C=C2C(CC2C(=O)N2CCCCC2)=CC1 (5-hydroxy-1-(1-piperidinylcarbonyl)benzocyclobutene), [OH-].[K+] (potassium hydroxide). Reaction SMILES: Br[CH2:2][CH2:3][CH2:4]Cl.[OH:6][C:7]1[CH:8]=[C:9]2[CH:12]([C:13]([N:15]3[CH2:20][CH2:19][CH2:18][CH2:17][CH2:16]3)=O)[CH2:11][C:10]2=[CH:21][CH:22]=1.[OH-].[K+]>[Cl-].C([N+](CCCC)(CCCC)CCCC)CCC.C(Cl)Cl>[CH2:2]([C:12]1([CH2:13][N:15]2[CH2:20][CH2:19][CH2:18][CH2:17][CH2:16]2)[C:9]2=[CH:8][C:7]([O:6][CH2:11][CH2:12][CH2:13][NH2:15])=[CH:22][CH:21]=[C:10]2[CH2:11]1)[CH:3]=[CH2:4] |f:2.3,4.5|. The reagents and catalysts are [Cl-].C(CCC)[N+](CCCC)(CCCC)CCCC (Tetrabutylammonium chloride). Run at time 1 hour. Reactants: CCO, CCOC(=S)[SH-]c1ccc(C(F)(F)F)nc1, [Na+], [OH-]. Product: FC(F)(F)c1ccc(S)cn1. RXN SMILES: [CH3:17][CH2:18][OH:19].[F:1][C:2]([c:3]1[cH:4][cH:5][c:6]([SH-:9][C:10](=[S:11])[O:12][CH2:13][CH3:14])[cH:7][n:8]1)([F:15])[F:16].[Na+:21].[OH-:20]>>[F:1][C:2]([c:3]1[cH:4][cH:5][c:6]([SH:9])[cH:7][n:8]1)([F:15])[F:16].